This data is from the Open Reaction Database (ORD), a public repository of structured organic reaction records. The task is: describe an organic reaction: reactants, conditions, products, and yield Starting materials: O=C([O-])O, CS(=O)(=O)O, CCOC(C)=O, CC#N, CN(C)CCNc1ncc(C2=C(C(=O)OC(c3ccccc3)c3ccccc3)N3C(=O)C(NC(=O)OC(C)(C)C)C3SC2)s1, [Na+]. The product is CN(C)CCNc1ncc(C2=C(C(=O)OC(c3ccccc3)c3ccccc3)N3C(=O)C(N)C3SC2)s1. RXN SMILES: [C:50](=[O:51])([OH:52])[O-:53].[CH3:1][S:2](=[O:3])(=[O:4])[OH:5].[CH3:55][CH2:56][O:57][C:58](=[O:59])[CH3:60].[CH3:61][C:62]#[N:63].[CH:6]([c:7]1[cH:8][cH:9][cH:10][cH:11][cH:12]1)([c:13]1[cH:14][cH:15][cH:16][cH:17][cH:18]1)[O:19][C:20](=[O:21])[C:22]1=[C:29]([c:30]2[cH:31][n:32][c:33]([NH:35][CH2:36][CH2:37][N:38]([CH3:39])[CH3:40])[s:34]2)[CH2:28][S:27][CH:26]2[N:23]1[C:24](=[O:49])[CH:25]2[NH:41][C:42]([O:43][C:44]([CH3:45])([CH3:46])[CH3:47])=[O:48].[Na+:54]>>[CH:6]([c:7]1[cH:8][cH:9][cH:10][cH:11][cH:12]1)([c:13]1[cH:14][cH:15][cH:16][cH:17][cH:18]1)[O:19][C:20](=[O:21])[C:22]1=[C:29]([c:30]2[cH:31][n:32][c:33]([NH:35][CH2:36][CH2:37][N:38]([CH3:39])[CH3:40])[s:34]2)[CH2:28][S:27][CH:26]2[N:23]1[C:24](=[O:49])[CH:25]2[NH2:41]. Starting materials: NC1=CC(=NN1C=1C=CC(=NC1)O)C(C)(C)C (5-(5-amino-3-(tert-butyl)-1H-pyrazol-1-yl)pyridin-2-ol), Cl.ClCCN1CCOCC1 (4-(2-chloroethyl)morpholine hydrochloride), C(=O)([O-])[O-].[K+].[K+] (K2CO3). The solvent is CC#N (MeCN). Product: NC1=CC(=NN1C=1C=CC(N(C1)CCN1CCOCC1)=O)C(C)(C)C (5-(5-Amino-3-tert-butyl-1H-pyrazol-1-yl)-1-(2-morpholinoethyl)pyridin-2(1H)-one). As a reaction SMILES: [NH2:1][C:2]1[N:6]([C:7]2[CH:8]=[CH:9][C:10]([OH:13])=[N:11][CH:12]=2)[N:5]=[C:4]([C:14]([CH3:17])([CH3:16])[CH3:15])[CH:3]=1.Cl.Cl[CH2:20][CH2:21][N:22]1[CH2:27][CH2:26][O:25][CH2:24][CH2:23]1.C([O-])([O-])=O.[K+].[K+]>CC#N>[NH2:1][C:2]1[N:6]([C:7]2[CH:8]=[CH:9][C:10](=[O:13])[N:11]([CH2:20][CH2:21][N:22]3[CH2:27][CH2:26][O:25][CH2:24][CH2:23]3)[CH:12]=2)[N:5]=[C:4]([C:14]([CH3:17])([CH3:16])[CH3:15])[CH:3]=1 |f:1.2,3.4.5|. Procedure: To a solution of 5-(5-amino-3-(tert-butyl)-1H-pyrazol-1-yl)pyridin-2-ol (Abraham, S. et al., WO 2009/117080, 24 Sep. 2009) (4.04 g, 17.4 mmol) in MeCN (50 mL) was added 4-(2-chloroethyl)morpholine hydrochloride (3.88 g, 20.9 mmol) and K2CO3 (5.29 g, 38.3 mmol) Reactants: C(C)C1=CC(=C(N)C=C1)[N+](=O)[O-] (4-ethyl-2-nitroaniline), BrBr (bromine), O (water). The solvent is C(C)(=O)O (acetic acid). Product: BrC1=C(N)C(=CC(=C1)CC)[N+](=O)[O-] (2-bromo-4-ethyl-6-nitroaniline). Reaction SMILES: [CH2:1]([C:3]1[CH:9]=[CH:8][C:6]([NH2:7])=[C:5]([N+:10]([O-:12])=[O:11])[CH:4]=1)[CH3:2].[Br:13]Br.O>C(O)(=O)C>[Br:13][C:8]1[CH:9]=[C:3]([CH2:1][CH3:2])[CH:4]=[C:5]([N+:10]([O-:12])=[O:11])[C:6]=1[NH2:7]. Procedure details: To a solution of 4-ethyl-2-nitroaniline (28 g) in acetic acid (250 ml) was added bromine (9.64 ml) dropwise with stirring at room temperature. The reaction mixture was stirred for 1 hour, poured into water, and extracted with ethyl acetate (3×200 ml). The organic layer was washed with water (3×200 ml), brine (2×100 ml), dried over magnesium sulphate and evaporated to yield 2-bromo-4-ethyl-6-nitroaniline (38 g). This was dissolved in ethanol (200 ml), concentrated sulphuric acid (24 ml) was added... Reactants: N1([C@H](C(=O)N[C@@H](CCCNC(N[N+](=O)[O-])=N)C(=O)OCC2=CC=CC=C2)CCC1)C(=O)OC(C)(C)C (Boc-Pro-Arg(NO2)-OBzl), Cl.CCOC(=O)C (HCl AcOEt), N([C@@H](C)C(=O)ON1C(=O)CCC1=O)C(=O)OC(C)(C)C (Boc-Ala-OSu). Solvent: CCN(CC)CC (Et3N). The product is N([C@@H](C)C(=O)N1[C@H](C(=O)N[C@@H](CCCNC(N[N+](=O)[O-])=N)C(=O)OCC2=CC=CC=C2)CCC1)C(=O)OC(C)(C)C (Boc-Ala-Pro-Arg(NO2)-OBzl). RXN SMILES: [N:1]1([C:30](OC(C)(C)C)=[O:31])[CH2:29][CH2:28][CH2:27][C@H:2]1[C:3]([NH:5][C@H:6]([C:17]([O:19][CH2:20][C:21]1[CH:26]=[CH:25][CH:24]=[CH:23][CH:22]=1)=[O:18])[CH2:7][CH2:8][CH2:9][NH:10][C:11](=[NH:16])[NH:12][N+:13]([O-:15])=[O:14])=[O:4].Cl.CCOC(C)=O.[NH:44]([C:57]([O:59][C:60]([CH3:63])([CH3:62])[CH3:61])=[O:58])[C@H:45](C(ON1C(=O)CCC1=O)=O)[CH3:46]>CCN(CC)CC>[NH:44]([C:57]([O:59][C:60]([CH3:63])([CH3:62])[CH3:61])=[O:58])[C@H:45]([C:30]([N:1]1[CH2:29][CH2:28][CH2:27][C@H:2]1[C:3]([NH:5][C@H:6]([C:17]([O:19][CH2:20][C:21]1[CH:26]=[CH:25][CH:24]=[CH:23][CH:22]=1)=[O:18])[CH2:7][CH2:8][CH2:9][NH:10][C:11](=[NH:16])[NH:12][N+:13]([O-:15])=[O:14])=[O:4])=[O:31])[CH3:46] |f:1.2|. Reported procedure: The desired compound was prepared from 28.9 g of Boc-Pro-Arg(NO2)-OBzl, 150 ml of 4N HCl-AcOEt, 8 ml of Et3N and 16.3 g of Boc-Ala-OSu in the same manner as in Example 8-(1). The reactants are 1.9C, CC(C)(C)OC(N(C)C)N(C)C (Bredereck's reagent), compound B, C(C)(=O)C=1C=C2C3=C(N(C2=CC1)C)N(C(C(=C3)C3=CC=C(C=C3)Cl)=O)C (6-acetyl-3-(4-chlorophenyl)-1,9-dimethyl-1,9-dihydropyrido[2,3-b]indol-2-one). The product is ClC1=CC=C(C=C1)C1=CC2=C(N(C3=CC=C(C=C23)C(C=CN(C)C)=O)C)N(C1=O)C (3-(4-Chlorophenyl)-6-(3-dimethylaminoacryloyl)-1,9-dimethyl-1,9-dihydropyrido[2,3-b]indol-2-one). Reaction SMILES: [C:1]([C:4]1[CH:5]=[C:6]2[C:10](=[CH:11][CH:12]=1)[N:9]([CH3:13])[C:8]1[N:14]([CH3:26])[C:15](=[O:25])[C:16]([C:18]3[CH:23]=[CH:22][C:21]([Cl:24])=[CH:20][CH:19]=3)=[CH:17][C:7]2=1)(=[O:3])[CH3:2].CC(O[CH:32](N(C)C)[N:33]([CH3:35])[CH3:34])(C)C>>[Cl:24][C:21]1[CH:20]=[CH:19][C:18]([C:16]2[C:15](=[O:25])[N:14]([CH3:26])[C:8]3[N:9]([CH3:13])[C:10]4[C:6]([C:7]=3[CH:17]=2)=[CH:5][C:4]([C:1](=[O:3])[CH:2]=[CH:32][N:33]([CH3:35])[CH3:34])=[CH:12][CH:11]=4)=[CH:23][CH:22]=1. Procedure details: The process is carried out as indicated in preparation 1.9C above, with compound B 6-acetyl-3-(4-chlorophenyl)-1,9-dimethyl-1,9-dihydropyrido[2,3-b]indol-2-one and Bredereck's reagent. Starting materials: ClC(Cl)(OC(OC(Cl)(Cl)Cl)=O)Cl (Triphosgene), FC=1C=C(C(C(=O)O)=CC1F)N (4,5-difluoroanthranilic acid). The solvent is O1CCOCC1 (1,4-dioxane). Reaction conditions: time 1 hour. The product is C1=C(C(=CC2=NC(=O)OC(=O)C21)F)F (6,7-difluoroisatoic anhydride). The yield is 828.7%. Reaction SMILES: Cl[C:2](Cl)([O:4]C(=O)OC(Cl)(Cl)Cl)Cl.[F:13][C:14]1[CH:15]=[C:16]([NH2:24])[C:17](=[CH:21][C:22]=1[F:23])[C:18]([OH:20])=[O:19]>O1CCOCC1>[CH:21]1[CH:17]2[C:16](=[N:24][C:2]([O:19][C:18]2=[O:20])=[O:4])[CH:15]=[C:14]([F:13])[C:22]=1[F:23]. Reported procedure: Triphosgene (0.65 g, 0.22 mmol) was added to 4,5-difluoroanthranilic acid (0.34 g, 0.2 mmol) in dry 1,4-dioxane (30 ml), and the mixture was stirred at rt. for 1 h. Solvent was slowly distilled off at ca. 50° C., and the residue distributed between ethyl acetate (100 ml) and the pH 7 buffer (50 ml). The aqueous layer was extracted with more ethyl acetate (2×50 ml), and combined organic layers washed with diluted aq. citric acid (pH ca. 4-5), water (30 ml), brine (50 ml), and dried (MgSO4). Solve...